From a dataset of the Open Reaction Database (ORD), a public repository of structured organic reaction records. describe an organic reaction: reactants, conditions, products, and yield Reported procedure: To a solution of tert-butyl (6R,7S)-6-amino-7-(3,4-dichlorophenyl)-1,4-oxazepane-4-carboxylate (100 mg) in THF (2 mL) was added benzyl bromide (0.036 mL) at 50° C., and the mixture was stirred at 50° C. overnight. The reaction mixture was diluted with ethyl acetate. The diluted solution was washed with brine, and dried over anhydrous magnesium sulfate. The solvent was evaporated under reduced pressure, and the residue was purified by silica gel chromatography (hexane/ethyl acetate) to give the t... RXN SMILES: [NH2:1][C@H:2]1[C@H:8]([C:9]2[CH:14]=[CH:13][C:12]([Cl:15])=[C:11]([Cl:16])[CH:10]=2)[O:7][CH2:6][CH2:5][N:4]([C:17]([O:19][C:20]([CH3:23])([CH3:22])[CH3:21])=[O:18])[CH2:3]1.[CH2:24](Br)[C:25]1[CH:30]=[CH:29][CH:28]=[CH:27][CH:26]=1>C1COCC1.C(OCC)(=O)C>[CH2:24]([NH:1][C@H:2]1[C@H:8]([C:9]2[CH:14]=[CH:13][C:12]([Cl:15])=[C:11]([Cl:16])[CH:10]=2)[O:7][CH2:6][CH2:5][N:4]([C:17]([O:19][C:20]([CH3:23])([CH3:22])[CH3:21])=[O:18])[CH2:3]1)[C:25]1[CH:30]=[CH:29][CH:28]=[CH:27][CH:26]=1. Run at temperature 50 celsius, time 8 hour. Product: C(C1=CC=CC=C1)N[C@@H]1CN(CCO[C@H]1C1=CC(=C(C=C1)Cl)Cl)C(=O)OC(C)(C)C (tert-butyl (6R,7S)-6-(benzylamino)-7-(3,4-dichlorophenyl)-1,4-oxazepane-4-carboxylate). The solvent is C(C)(=O)OCC (ethyl acetate), C1CCOC1 (THF). Reactants: N[C@@H]1CN(CCO[C@H]1C1=CC(=C(C=C1)Cl)Cl)C(=O)OC(C)(C)C (tert-butyl (6R,7S)-6-amino-7-(3,4-dichlorophenyl)-1,4-oxazepane-4-carboxylate), C(C1=CC=CC=C1)Br (benzyl bromide). Reaction SMILES: [Br:31][N:32]1[C:33](=[O:34])[CH2:35][CH2:36][C:37]1=[O:38].[C:39]([Cl:40])([Cl:41])([Cl:42])[Cl:43].[CH3:1][O:2][c:3]1[cH:4][c:5](-[c:11]2[c:12]([C:26](=[O:27])[O:28][CH2:29][CH3:30])[c:13]([CH3:25])[n:14][c:15]3[cH:16][c:17]([O:23][CH3:24])[c:18]([O:21][CH3:22])[cH:19][c:20]23)[cH:6][cH:7][c:8]1[O:9][CH3:10]>>[CH3:1][O:2][c:3]1[cH:4][c:5](-[c:11]2[c:12]([C:26](=[O:27])[O:28][CH2:29][CH3:30])[c:13]([CH2:25][Br:31])[n:14][c:15]3[cH:16][c:17]([O:23][CH3:24])[c:18]([O:21][CH3:22])[cH:19][c:20]23)[cH:6][cH:7][c:8]1[O:9][CH3:10]. Reactants: O=C1CCC(=O)N1Br, ClC(Cl)(Cl)Cl, CCOC(=O)c1c(C)nc2cc(OC)c(OC)cc2c1-c1ccc(OC)c(OC)c1. Product: CCOC(=O)c1c(CBr)nc2cc(OC)c(OC)cc2c1-c1ccc(OC)c(OC)c1. Reactants: CN1CCCC1=O, CC1(C)COC(CN)CN1Cc1ccc(Cl)c(Cl)c1, O=C(O)Cc1ccc(Cl)cc1. The product is CC1(C)COC(CNC(=O)Cc2ccc(Cl)cc2)CN1Cc1ccc(Cl)c(Cl)c1. Reaction SMILES: [CH3:31][N:32]1[CH2:33][CH2:34][CH2:35][C:36]1=[O:37].[Cl:1][c:2]1[cH:3][c:4]([CH2:5][N:6]2[CH2:7][CH:8]([CH2:14][NH2:15])[O:9][CH2:10][C:11]2([CH3:12])[CH3:13])[cH:16][cH:17][c:18]1[Cl:19].[OH:20][C:21](=[O:22])[CH2:23][c:24]1[cH:25][cH:26][c:27]([Cl:28])[cH:29][cH:30]1>>[Cl:1][c:2]1[cH:3][c:4]([CH2:5][N:6]2[CH2:7][CH:8]([CH2:14][NH:15][C:21](=[O:20])[CH2:23][c:24]3[cH:25][cH:26][c:27]([Cl:28])[cH:29][cH:30]3)[O:9][CH2:10][C:11]2([CH3:12])[CH3:13])[cH:16][cH:17][c:18]1[Cl:19]. Starting materials: Cc1cc(N2CCC(C)CC2)nc2ccc(Br)cc12, C1COCCO1, CCOC(C)=O, CNCCNC, [Cu]I, [I-], [Na+]. Yields the product Cc1cc(N2CCC(C)CC2)nc2ccc(I)cc12. As a reaction SMILES: [Br:9][c:10]1[cH:11][c:12]2[c:13]([CH3:27])[cH:14][c:15]([N:20]3[CH2:21][CH2:22][CH:23]([CH3:26])[CH2:24][CH2:25]3)[n:16][c:17]2[cH:18][cH:19]1.[CH2:34]1[O:35][CH2:36][CH2:37][O:38][CH2:39]1.[CH3:28][CH2:29][O:30][C:31]([CH3:32])=[O:33].[CH3:3][NH:4][CH2:5][CH2:6][NH:7][CH3:8].[Cu:40][I:41].[I-:1].[Na+:2]>>[I:1][c:10]1[cH:11][c:12]2[c:13]([CH3:27])[cH:14][c:15]([N:20]3[CH2:21][CH2:22][CH:23]([CH3:26])[CH2:24][CH2:25]3)[n:16][c:17]2[cH:18][cH:19]1. The reactants are C(CC)C=1OCC(N1)(CO)C (2-propyl-4-methyl-4-hydroxymethyl-2-oxazoline), C(CC)(=O)O (propionic acid). Product: C(CC)C=1OCC(N1)(COC(CC)=O)C (2-propyl-4-methyl-4-propionyloxymethyl-2-oxazoline). Reaction SMILES: [CH2:1]([C:4]1[O:5][CH2:6][C:7]([CH3:11])([CH2:9][OH:10])[N:8]=1)[CH2:2][CH3:3].[C:12](O)(=[O:15])[CH2:13][CH3:14]>>[CH2:1]([C:4]1[O:5][CH2:6][C:7]([CH3:11])([CH2:9][O:10][C:12](=[O:15])[CH2:13][CH3:14])[N:8]=1)[CH2:2][CH3:3]. Procedure: The 2-propyl-4-methyl-4-hydroxymethyl-2-oxazoline is reacted with propionic acid in a 1:1 molar ratio following the method of Purcell to form 2-propyl-4-methyl-4-propionyloxymethyl-2-oxazoline. The product is C(C(C)C)N(S(=O)(=O)C1=CC=C(C=C1)C1=CC=C(C=C1)S(=O)(=O)C)C1=C(C=CC=C1)C(F)(F)F (4′-Methanesulfonyl-biphenyl-4-sulfonic acid isobutyl-(2-trifluoromethyl-phenyl)-amide). RXN SMILES: Br[C:2]1[CH:7]=[CH:6][C:5]([S:8]([N:11]([CH2:22][CH:23]([CH3:25])[CH3:24])[C:12]2[CH:17]=[CH:16][CH:15]=[CH:14][C:13]=2[C:18]([F:21])([F:20])[F:19])(=[O:10])=[O:9])=[CH:4][CH:3]=1.[CH3:26][S:27]([C:30]1[CH:35]=[CH:34][C:33](B(O)O)=[CH:32][CH:31]=1)(=[O:29])=[O:28].C([O-])([O-])=O.[Na+].[Na+]>[Pd](Cl)Cl.C1(P(C2C=CC=CC=2)[C-]2C=CC=C2)C=CC=CC=1.[C-]1(P(C2C=CC=CC=2)C2C=CC=CC=2)C=CC=C1.[Fe+2].O1CCOCC1>[CH2:22]([N:11]([C:12]1[CH:17]=[CH:16][CH:15]=[CH:14][C:13]=1[C:18]([F:21])([F:20])[F:19])[S:8]([C:5]1[CH:6]=[CH:7][C:2]([C:33]2[CH:34]=[CH:35][C:30]([S:27]([CH3:26])(=[O:29])=[O:28])=[CH:31][CH:32]=2)=[CH:3][CH:4]=1)(=[O:10])=[O:9])[CH:23]([CH3:25])[CH3:24] |f:2.3.4,5.6.7.8|. Isolated yield 78.0%. Reactants: BrC1=CC=C(C=C1)S(=O)(=O)N(C1=C(C=CC=C1)C(F)(F)F)CC(C)C (4-bromo-N-isobutyl-N-(2-trifluoromethyl-phenyl)-benzenesulfonamide), CS(=O)(=O)C1=CC=C(C=C1)B(O)O (4-(methanesulfonyl)benzene boronic acid), C(=O)([O-])[O-].[Na+].[Na+] (Na2CO3). Conditions: temperature 150 celsius. Reagents/catalysts: [Pd](Cl)Cl.C1(=CC=CC=C1)P([C-]1C=CC=C1)C1=CC=CC=C1.[C-]1(C=CC=C1)P(C1=CC=CC=C1)C1=CC=CC=C1.[Fe+2] (1,1′-bis(diphenylphosphino)ferrocene-palladium(II)dichloride). Procedure: A 2-5 mL microwave vial was charged with 4-bromo-N-isobutyl-N-(2-trifluoromethyl-phenyl)-benzenesulfonamide (108 mg, 0.248 mmol), 4-(methanesulfonyl)benzene boronic acid (60 mg, 0.298 mmol), 1,1′-bis(diphenylphosphino)ferrocene-palladium(II)dichloride (18 mg, 0.025 mmol), 1M Na2CO3 solution (496 μL, 0.496 mmol) and 1,4-dioxane (2.5 mL). The mixture was degassed, purged with nitrogen and heated at 150° C. for 30 minutes using microwave irradiation. The mixture was diluted with EtOAc, washed with ... The solvent is O1CCOCC1 (1,4-dioxane). Starting materials: ice, [NH4+].[Cl-] (NH4Cl), [BH4-].[Na+] (NaBH4), ice, C(=O)C=1[C-](C=CC1)N(C)C.[CH-]1C=CC=C1.[Fe+2] (2-Formyl-1-dimethylaminoferrocene), C(=O)(O)[O-].[Na+] (NaHCO3). Run in O (H2O), CO (MeOH). The product is OCC=1[C-](C=CC1)N(C)C.[CH-]1C=CC=C1.[Fe+2] ((±)-2-Hydroxymethyl-1-dimethylaminoferrocene). Yield: 93.1%. As a reaction SMILES: [BH4-].[Na+].[CH:3]([C:5]1[C-:6]([N:10]([CH3:12])[CH3:11])[CH:7]=[CH:8][CH:9]=1)=[O:4].[CH-:13]1[CH:17]=[CH:16][CH:15]=[CH:14]1.[Fe+2:18].[NH4+].[Cl-].C([O-])(O)=O.[Na+]>O.CO>[OH:4][CH2:3][C:5]1[C-:6]([N:10]([CH3:12])[CH3:11])[CH:7]=[CH:8][CH:9]=1.[CH-:13]1[CH:17]=[CH:16][CH:15]=[CH:14]1.[Fe+2:18] |f:0.1,2.3.4,5.6,7.8,11.12.13|. Reported procedure: A stirred mixture of NaBH4 (130 mg, 3.45 mmol) in H2O (3.5 mL) was added to an ice-cold solution of racemic aldehyde 12d (443 mg, 1.72 mmol) in MeOH (10 mL) that was open to the air. After addition, a gradual colour change from red to orange was observed and the reaction mixture was allowed to warm to room temperature over 20 h. The reaction mixture was poured into an ice-cooled saturated solution of aqueous NH4Cl (10 mL) and subsequently made weakly alkaline (pH 8) by addition of a saturated so... The reactants are CCOC(=O)C1=Cc2cc(-c3ccc(C(C)(C)C)cc3)ccc2OCC1, CCO, [Na+], [OH-]. Yields the product CC(C)(C)c1ccc(-c2ccc3c(c2)C=C(C(=O)O)CCO3)cc1. RXN SMILES: [C:1]([CH3:2])([CH3:3])([CH3:4])[c:5]1[cH:6][cH:7][c:8](-[c:11]2[cH:12][cH:13][c:14]3[c:15]([cH:26]2)[CH:16]=[C:17]([C:21](=[O:22])[O:23][CH2:24][CH3:25])[CH2:18][CH2:19][O:20]3)[cH:9][cH:10]1.[CH3:29][CH2:30][OH:31].[Na+:28].[OH-:27]>>[C:1]([CH3:2])([CH3:3])([CH3:4])[c:5]1[cH:6][cH:7][c:8](-[c:11]2[cH:12][cH:13][c:14]3[c:15]([cH:26]2)[CH:16]=[C:17]([C:21](=[O:22])[OH:23])[CH2:18][CH2:19][O:20]3)[cH:9][cH:10]1.